This data is from the Open Reaction Database (ORD), a public repository of structured organic reaction records. The task is: describe an organic reaction: reactants, conditions, products, and yield The reactants are COC1=C2C=CC(=NC2=CC=C1)C (5-methoxy-2-methylquinoline), Ru(OTf)(η6-hexamethylbenzene)((S,S)-TsDPEN), [N-[(1S,2S)-2-(amino-κN)-1,2-diphenylethyl]-4-methylbenzenesulfonamidato-κN][(1,2,3,4,5,6-η)-1,2,3,4,5,6-hexamethylbenzene](1,1,1-trifluoromethanesulfonato-κO)-ruthenium, [H][H] (hydrogen), [H][H] (hydrogen), [H][H] (hydrogen). Solvent: CO (methanol). Run at time 24 hour. The product is COC1=C2CC[C@@H](NC2=CC=C1)C ((2S)-5-methoxy-2-methyl-1,2,3,4-tetrahydroquinoline). Isolated yield 97.7%. RXN SMILES: [CH3:1][O:2][C:3]1[CH:12]=[CH:11][CH:10]=[C:9]2[C:4]=1[CH:5]=[CH:6][C:7]([CH3:13])=[N:8]2.[H][H]>CO>[CH3:1][O:2][C:3]1[CH:12]=[CH:11][CH:10]=[C:9]2[C:4]=1[CH2:5][CH2:6][C@H:7]([CH3:13])[NH:8]2. Procedure details: A 30-mL glass-lined stainless steel reactor with a magnetic stirring bar was charged with 5-methoxy-2-methylquinoline (4.0 g, 23.1 mmol), Ru(OTf)(η6-hexamethylbenzene)((S,S)-TsDPEN)([N-[(1S,2S)-2-(amino-κN)-1,2-diphenylethyl]-4-methylbenzenesulfonamidato-κN][(1,2,3,4,5,6-η)-1,2,3,4,5,6-hexamethylbenzene](1,1,1-trifluoromethanesulfonato-κO)-ruthenium, prepared according to the procedure in J. Am. Chem. Soc. 2011, 133, 9878-9891) (0.100 g, 0.13 mmol) and methanol (10 mL). The reactor was closed an...